From a dataset of the Open Reaction Database (ORD), a public repository of structured organic reaction records. describe an organic reaction: reactants, conditions, products, and yield The reactants are C([O-])(O)=O.[Na+] (sodium bicarbonate), NC1=CC(=NC(N1)=O)N (6-aminocytosine), C[Si](C)(C)N[Si](C)(C)C (HMDS), CC(=O)OC1[C@@H]([C@@H]([C@H](O1)COC(=O)C2=CC=CC=C2)OC(=O)C3=CC=CC=C3)OC(=O)C4=CC=CC=C4 (1-O-acetyl-2,3,5-tri-O-benzoyl-D-ribose), [Si](C)(C)(C)OS(=O)(=O)C(F)(F)F (TMSOTf). Run in C(Cl)Cl (CH2Cl2). Run at time 12 hour. Yields the product NC1=CC(=NC(N1[C@H]1[C@H](OC(C2=CC=CC=C2)=O)[C@H](OC(C2=CC=CC=C2)=O)[C@H](O1)COC(C1=CC=CC=C1)=O)=O)N (6-Amino-1-(2′,3′,5′-tri-O-benzoyl-β-D-ribofuranosyl)cytosine). Isolated yield 54.3%. RXN SMILES: [NH2:1][C:2]1[NH:7][C:6](=[O:8])[N:5]=[C:4]([NH2:9])[CH:3]=1.C[Si](N[Si](C)(C)C)(C)C.CC(O[CH:23]1[O:27][C@H:26]([CH2:28][O:29][C:30]([C:32]2[CH:37]=[CH:36][CH:35]=[CH:34][CH:33]=2)=[O:31])[C@@H:25]([O:38][C:39]([C:41]2[CH:46]=[CH:45][CH:44]=[CH:43][CH:42]=2)=[O:40])[C@H:24]1[O:47][C:48]([C:50]1[CH:55]=[CH:54][CH:53]=[CH:52][CH:51]=1)=[O:49])=O.[Si](OS(C(F)(F)F)(=O)=O)(C)(C)C.C(=O)(O)[O-].[Na+]>C(Cl)Cl>[NH2:1][C:2]1[N:7]([C@@H:23]2[O:27][C@H:26]([CH2:28][O:29][C:30](=[O:31])[C:32]3[CH:37]=[CH:36][CH:35]=[CH:34][CH:33]=3)[C@@H:25]([O:38][C:39](=[O:40])[C:41]3[CH:46]=[CH:45][CH:44]=[CH:43][CH:42]=3)[C@H:24]2[O:47][C:48](=[O:49])[C:50]2[CH:51]=[CH:52][CH:53]=[CH:54][CH:55]=2)[C:6](=[O:8])[N:5]=[C:4]([NH2:9])[CH:3]=1 |f:4.5|. Procedure: A mixture of 6-aminocytosine (1.00 g, 5.71 mmol) and HMDS (10 mL) was refluxed for 3 h and concentrated to give a solid, which was dissolved in anhydrous CH2Cl2 (15 mL). To the solution were added 1-O-acetyl-2,3,5-tri-O-benzoyl-D-ribose (1.92 g, 3.81 mmol) and TMSOTf (1.66 mL, 8.59 mmol) at 0° C., and the mixture was stirred at room temp. for 12 h and poured into saturated sodium bicarbonate solution with vigorous stirring. The mixture was extracted with CHCl3 (150 mL×2), the combined extracts d...